Task: describe an organic reaction: reactants, conditions, products, and yield. Dataset: the Open Reaction Database (ORD), a public repository of structured organic reaction records The reactants are [N+](=O)([O-])C1=CC=C(C(=O)OC[C@]2(CN(C(O2)=O)C2=CC=C(C=C2)OC)C)C=C1 ((R)-(-)-3-(4-methoxyphenyl)-5-methyl-2-oxooxazolidin-5-ylmethyl p-nitrobenzoate), [N+](=O)([O-])C1=CC=C(C(=O)OC[C@@H]2[C@@H](N(C(O2)=O)C2=CC=C(C=C2)OC)C)C=C1 ((4S, 5S)-(-)-3-(4-methoxyphenyl)-4-methyl-2-oxooxazolidin-5-ylmethyl p-nitrobenzoate). The product is COC1=CC=C(C=C1)N1C(O[C@@](C1)(C)CO)=O ((R)-(-)-3-(4-methoxyphenyl)-5-methyl-2-oxooxazolidin-5-ylmethyl alcohol). Isolated yield 90.0%. RXN SMILES: [N+](C1C=CC(C([O:10][CH2:11][C@:12]2([CH3:26])[O:16][C:15](=[O:17])[N:14]([C:18]3[CH:23]=[CH:22][C:21]([O:24][CH3:25])=[CH:20][CH:19]=3)[CH2:13]2)=O)=CC=1)([O-])=O.[N+](C1C=CC(C(OC[C@H]2OC(=O)N(C3C=CC(OC)=CC=3)[C@H]2C)=O)=CC=1)([O-])=O>>[CH3:25][O:24][C:21]1[CH:20]=[CH:19][C:18]([N:14]2[CH2:13][C@@:12]([CH2:11][OH:10])([CH3:26])[O:16][C:15]2=[O:17])=[CH:23][CH:22]=1. Procedure: The same procedure of Reference Example 11 was repeated except that (R)-(-)-3-(4-methoxyphenyl)-5-methyl-2-oxooxazolidin-5-ylmethyl p-nitrobenzoate obtained in Reference Example 9 was used in lieu of (4S, 5S)-(-)-3-(4-methoxyphenyl)-4-methyl-2-oxooxazolidin-5-ylmethyl p-nitrobenzoate to give the title compound (yield 90% ). The reactants are COC(C1=C(C=C(C(=C1)Cl)OC1=C(C=NC=C1)C(=O)N1CCN(C2=CC=CC=C12)C1CC1)Cl)=O (2,5-dichloro-4-[3-(4-cyclopropyl-3,4-dihydro-2H-quinoxaline-1-carbonyl)-pyridin-4-yloxy]-benzoic acid methyl ester), [H-].[Al+3].[Li+].[H-].[H-].[H-] (lithium aluminium hydride), C([O-])(O)=O.[Na+] (sodium bicarbonate). Solvent: O1CCCC1 (tetrahydrofuran). Reaction conditions: time 2.5 hour. Product: C1(CC1)N1CCN(C2=CC=CC=C12)C(=O)C=1C=NC=CC1OC1=C(C=C(C(=C1)Cl)CO)Cl ((4-Cyclopropyl-3,4-dihydro-2H-quinoxalin-1-yl)-[4-(2,5-dichloro-4-hydroxymethyl-phenoxy)-pyridin-3-yl]-methanone). Isolated yield 26.6%. As a reaction SMILES: C[O:2][C:3](=O)[C:4]1[CH:9]=[C:8]([Cl:10])[C:7]([O:11][C:12]2[CH:17]=[CH:16][N:15]=[CH:14][C:13]=2[C:18]([N:20]2[C:29]3[C:24](=[CH:25][CH:26]=[CH:27][CH:28]=3)[N:23]([CH:30]3[CH2:32][CH2:31]3)[CH2:22][CH2:21]2)=[O:19])=[CH:6][C:5]=1[Cl:33].[H-].[Al+3].[Li+].[H-].[H-].[H-].C(=O)(O)[O-].[Na+]>O1CCCC1>[CH:30]1([N:23]2[C:24]3[C:29](=[CH:28][CH:27]=[CH:26][CH:25]=3)[N:20]([C:18]([C:13]3[CH:14]=[N:15][CH:16]=[CH:17][C:12]=3[O:11][C:7]3[CH:6]=[C:5]([Cl:33])[C:4]([CH2:3][OH:2])=[CH:9][C:8]=3[Cl:10])=[O:19])[CH2:21][CH2:22]2)[CH2:31][CH2:32]1 |f:1.2.3.4.5.6,7.8|. Reported procedure: To a solution of 0.10 g (0.20 mmol) 2,5-dichloro-4-[3-(4-cyclopropyl-3,4-dihydro-2H-quinoxaline-1-carbonyl)-pyridin-4-yloxy]-benzoic acid methyl ester (Example 27) in 1 mL tetrahydrofuran was added 0.008 g (0.21 mmol) lithium aluminium hydride. The resulting suspension was stirred at room temperature for 2.5 hours, poured on aqueous saturated sodium bicarbonate solution and extracted three times with ethyl acetate. The combined organic layers were washed with brine, dried over magnesium sulfate,...